Dataset: the Open Reaction Database (ORD), a public repository of structured organic reaction records. Task: describe an organic reaction: reactants, conditions, products, and yield Reactants: ClC1=CC=C(C=C1)C(CC(CC(C(=O)OCC)=O)=O)=O (ethyl 6-(4-chlorophenyl)-2,4,6-trioxohexanoate). The solvent is O1CCOCC1 (dioxan), Cl (hydrochloric acid). Product: ClC1=CC=C(C=C1)C1=CC(C=C(O1)C(=O)O)=O (6-(4-Chlorophenyl)-4-oxo-4H-pyran-2-carboxylic acid). Reaction SMILES: [Cl:1][C:2]1[CH:7]=[CH:6][C:5]([C:8](=[O:20])[CH2:9][C:10](=[O:19])[CH2:11][C:12](=O)[C:13]([O:15]CC)=[O:14])=[CH:4][CH:3]=1>O1CCOCC1.Cl>[Cl:1][C:2]1[CH:3]=[CH:4][C:5]([C:8]2[O:20][C:12]([C:13]([OH:15])=[O:14])=[CH:11][C:10](=[O:19])[CH:9]=2)=[CH:6][CH:7]=1. Procedure: A solution of ethyl 6-(4-chlorophenyl)-2,4,6-trioxohexanoate (0.30 g) in dioxan (2 ml) and concentrated hydrochloric acid (2 ml) was heated on a steam bath for 2 hours. The pale solid which formed was recrystallised from ethanol to give the title product identical (mp, IR and NMR, and thin-layer chromatography) with the product described in Example 24. Starting materials: CCOC(=O)c1cc(F)cnc1Oc1ccc(Cl)c(Cl)c1, Cl, [Li+], C1CCOC1, [OH-], O. The product is O=C(O)c1cc(F)cnc1Oc1ccc(Cl)c(Cl)c1. Reaction SMILES: [CH2:1]([CH3:2])[O:3][C:4]([c:5]1[c:6]([O:12][c:13]2[cH:14][c:15]([Cl:20])[c:16]([Cl:19])[cH:17][cH:18]2)[n:7][cH:8][c:9]([F:11])[cH:10]1)=[O:21].[ClH:25].[Li+:23].[O:26]1[CH2:27][CH2:28][CH2:29][CH2:30]1.[OH-:24].[OH2:22]>>[O:3]=[C:4]([c:5]1[c:6]([O:12][c:13]2[cH:14][c:15]([Cl:20])[c:16]([Cl:19])[cH:17][cH:18]2)[n:7][cH:8][c:9]([F:11])[cH:10]1)[OH:21]. Reactants: NS(=O)(=O)C=1C=C(C=CC1F)[N+](=O)[O-] (3-aminosulfonyl-4-fluoronitrobenzene). Reagents/catalysts: [Pd] (Pd/C). The solvent is ClCCl (dichloromethane), CO (methanol). Reaction conditions: time 15 minute. The product is NC=1C=CC(=C(C1)S(=O)(=O)N)F (5-amino-2-fluorobenzensulfonamide). Isolated yield 77.9%. Reaction SMILES: [NH2:1][S:2]([C:5]1[CH:6]=[C:7]([N+:12]([O-])=O)[CH:8]=[CH:9][C:10]=1[F:11])(=[O:4])=[O:3]>ClCCl.CO.[Pd]>[NH2:12][C:7]1[CH:8]=[CH:9][C:10]([F:11])=[C:5]([S:2]([NH2:1])(=[O:3])=[O:4])[CH:6]=1. Procedure: To a solution of 3-aminosulfonyl-4-fluoronitrobenzene (360 mg, 1.62 mmol) in dichloromethane (6 mL) and methanol (3 mL) was added 10% Pd/C (36 mg) and shaken under a hydrogen atmosphere at 50 psi for 15 minutes. The mixture was filtered through Celite and the cake was washed with methanol (5 mL). The combined organic solvent was concentrated under reduced pressure to give crude product, which was further purified by flash column chromatography (ethyl acetate:hexanes 1:1) to give 240 mg of 5-amin... Starting materials: Cl (hydrochloric acid), [Cl-].[NH4+] (ammonium chloride), C(C)N(C(C)C)C(C)C (N-Ethyl-N-isopropylpropan-2-amine), C([O-])(O)=O.[Na+] (Sodium bicarbonate), tert-butyl carbonochlorido(dithioperoxoate)-tetrahydrofuran, C(C)(C)(C)SSC[C@@H](C(=O)O)NC ((R)-3-(tert-butyldisulfanyl)-2-(methylamino)propanoic acid), C(C)(C)(C)SSC[C@@H](C(=O)O)NC ((R)-3-(tert-butyldisulfanyl)-2-(methylamino)propanoic acid), tert-butyl carbonochlorido(dithioperoxoate)-tetrahydrofuran, CC(C)(C)S (2-Methylpropane-2-thiol), ClC(=O)SCl (chlorocarbonylsulfenyl chloride). The solvent is BrCC#N (2-bromoacetonitrile), O1CCCC1 (tetrahydrofuran), O (water), O1CCCC1 (tetrahydrofuran). Reaction conditions: temperature 0 celsius, time 30 minute. The product is C(C)(C)(C)SSC(=O)N([C@H](C(=O)OCC#N)CSSC(C)(C)C)C ((R)-cyanomethyl 2-((tert-butyldisulfanecarbonyl)(methyl)amino)-3-(tert-butyldisulfanyl)propanoate). The yield is 30.8%. As a reaction SMILES: [CH3:1][C:2]([SH:5])([CH3:4])[CH3:3].Cl[C:7]([S:9]Cl)=[O:8].C(=O)(O)[O-].[Na+].[C:16]([S:20][S:21][CH2:22][C@H:23]([NH:27][CH3:28])[C:24]([OH:26])=[O:25])([CH3:19])([CH3:18])[CH3:17].Cl.[CH2:30]([N:32](C(C)C)C(C)C)[CH3:31].[Cl-].[NH4+]>O1CCCC1.O.BrCC#N>[C:2]([S:5][S:9][C:7]([N:27]([CH3:28])[C@@H:23]([CH2:22][S:21][S:20][C:16]([CH3:19])([CH3:18])[CH3:17])[C:24]([O:26][CH2:31][C:30]#[N:32])=[O:25])=[O:8])([CH3:4])([CH3:3])[CH3:1] |f:2.3,7.8|. Procedure details: 2-Methylpropane-2-thiol (0.663 ml, 5.88 mmol) was added dropwise to a solution of chlorocarbonylsulfenyl chloride (0.497 ml, 6.00 mmol) in tetrahydrofuran (6 ml) at 0° C., and the mixture was stirred at 0° C. for 30 minutes to prepare a 0.8 M SS-tert-butyl carbonochlorido(dithioperoxoate)-tetrahydrofuran solution. Sodium bicarbonate (752 mg, 8.95 mmol) and the 0.8 M SS-tert-butyl carbonochlorido(dithioperoxoate)-tetrahydrofuran solution (4.2 ml, 3.36 mmol) were added to a solution of (R)-3-(tert... The reactants are C(C)(=O)OC1=CC=C(C=C)C=C1 (4-acetoxystyrene), [OH-].C[N+](C)(C)C (tetramethylammonium hydroxide), phases 13.46, C(=O)(OC(C)(C)C)OC(=O)OC(C)(C)C (di-tert-butyl dicarbonate), OC1=CC=C(C=C)C=C1 (4-hydroxystyrene). Run at time 15 minute. The product is 11.87, C(C)(C)(C)OC(=O)OC1=CC=C(C=C)C=C1 (4-tert-butyloxycarbonyloxystyrene). The yield is 87.0%. RXN SMILES: C(OC1[CH:12]=[CH:11][C:8]([CH:9]=[CH2:10])=[CH:7][CH:6]=1)(=O)C.[OH-].C[N+](C)(C)C.[C:19]([O:26][C:27]([O:29][C:30]([CH3:33])([CH3:32])[CH3:31])=[O:28])(OC(C)(C)C)=O.OC1C=CC(C=C)=CC=1>>[C:30]([O:29][C:27]([O:26][C:19]1[CH:10]=[CH:9][C:8]([CH:11]=[CH2:12])=[CH:7][CH:6]=1)=[O:28])([CH3:31])([CH3:32])[CH3:33] |f:1.2|. Reported procedure: 10.00 gs (6.17×10-2 moles) of 4-acetoxystyrene was added to a 25 wt % solution of tetramethylammonium hydroxide (52 mL, 15% mole excess). After stirring for 15 minutes, a clear yellowish solution was obtained. To this solution was added with stirring to mix the phases 13.46 gs (6.17×10-2 moles) of di-tert-butyl dicarbonate. Slow formation of product was observed during 1 to 2 hours and the reaction essentially reached completion after 5 hours. A slight amount of residual 4-hydroxystyrene was det... Product: CC(C)c1ccc(-c2csc(NC(=O)C3CCCCC3)n2)cc1. The reactants are O=C(Cl)Cl, C1CCCCC1, CC(C)c1ccc(-c2csc(N)n2)cc1, ClCCl, c1ccncc1. Reaction SMILES: [C:16](=[O:17])([Cl:18])[Cl:19].[CH2:20]1[CH2:21][CH2:22][CH2:23][CH2:24][CH2:25]1.[CH:1]([CH3:2])([CH3:3])[c:4]1[cH:5][cH:6][c:7](-[c:10]2[n:11][c:12]([NH2:15])[s:13][cH:14]2)[cH:8][cH:9]1.[Cl:32][CH2:33][Cl:34].[cH:26]1[cH:27][cH:28][n:29][cH:30][cH:31]1>>[CH:1]([CH3:2])([CH3:3])[c:4]1[cH:5][cH:6][c:7](-[c:10]2[n:11][c:12]([NH:15][C:16](=[O:17])[CH:20]3[CH2:21][CH2:22][CH2:23][CH2:24][CH2:25]3)[s:13][cH:14]2)[cH:8][cH:9]1. The reactants are NCC1CCCCC1, O=C=NCCCl, O=CC(O)C(O)C(O)C(O)CO. Product: O=C(NCCCl)N(CC1CCCCC1)C1OC(CO)C(O)C(O)C1O. Reaction SMILES: [CH:13]1([CH2:19][NH2:20])[CH2:14][CH2:15][CH2:16][CH2:17][CH2:18]1.[Cl:21][CH2:22][CH2:23][N:24]=[C:25]=[O:26].[O:1]=[CH:2][CH:3]([OH:4])[CH:5]([OH:6])[CH:7]([OH:8])[CH:9]([OH:10])[CH2:11][OH:12]>>[CH:2]1([N:20]([CH2:19][CH:13]2[CH2:14][CH2:15][CH2:16][CH2:17][CH2:18]2)[C:25]([NH:24][CH2:23][CH2:22][Cl:21])=[O:26])[CH:3]([OH:4])[CH:5]([OH:6])[CH:7]([OH:8])[CH:9]([CH2:11][OH:12])[O:10]1.